From a dataset of the Open Reaction Database (ORD), a public repository of structured organic reaction records. describe an organic reaction: reactants, conditions, products, and yield Reactants: CC(C)(C)c1cc(C=C2CCNC2=O)cc(C(C)(C)C)c1O, CN(C)CCCl, CN(C)C=O, [H-], [Na+]. Product: CN(C)CCN1CCC(=Cc2cc(C(C)(C)C)c(O)c(C(C)(C)C)c2)C1=O. RXN SMILES: [C:1]([CH3:2])([CH3:3])([CH3:4])[c:5]1[cH:6][c:7]([CH:8]=[C:9]2[C:10](=[O:14])[NH:11][CH2:12][CH2:13]2)[cH:15][c:16]([C:19]([CH3:20])([CH3:21])[CH3:22])[c:17]1[OH:18].[CH3:25][N:26]([CH2:27][CH2:28][Cl:29])[CH3:30].[CH3:31][N:32]([CH3:33])[CH:34]=[O:35].[H-:23].[Na+:24]>>[C:1]([CH3:2])([CH3:3])([CH3:4])[c:5]1[cH:6][c:7]([CH:8]=[C:9]2[C:10](=[O:14])[N:11]([CH2:28][CH2:27][N:26]([CH3:25])[CH3:30])[CH2:12][CH2:13]2)[cH:15][c:16]([C:19]([CH3:20])([CH3:21])[CH3:22])[c:17]1[OH:18]. Reported procedure: A stirred mixture of 2-Amino-5-pyridin-3-yl-benzothiazole-7-carboxylic acid methyl ester (20 mg, 0.07 mmol), ethyl isocyanate (0.03 ml, 0.35 mmol) and dibutyltindiacetate (2 drops) in anhydrous 1,4-dioxane (1.5 ml) was heated by microwave irradiation in a CEM Discover reactor at 125° C. for 1 h. After cooling to ambient temperature, the 2-(3-Ethyl-ureido)-5-pyridin-3-yl-benzothiazole-7-carboxylic acid methyl ester was isolated by Preparative HPLC as a white solid (7.4 mg, 30%). Run in O1CCOCC1 (1,4-dioxane). Yield: 30.0%. Reaction SMILES: [CH3:1][O:2][C:3]([C:5]1[C:13]2[S:12][C:11]([NH2:14])=[N:10][C:9]=2[CH:8]=[C:7]([C:15]2[CH:16]=[N:17][CH:18]=[CH:19][CH:20]=2)[CH:6]=1)=[O:4].[CH2:21]([N:23]=[C:24]=[O:25])[CH3:22]>O1CCOCC1>[CH3:1][O:2][C:3]([C:5]1[C:13]2[S:12][C:11]([NH:14][C:24]([NH:23][CH2:21][CH3:22])=[O:25])=[N:10][C:9]=2[CH:8]=[C:7]([C:15]2[CH:16]=[N:17][CH:18]=[CH:19][CH:20]=2)[CH:6]=1)=[O:4]. Yields the product COC(=O)C1=CC(=CC=2N=C(SC21)NC(=O)NCC)C=2C=NC=CC2 (2-(3-Ethyl-ureido)-5-pyridin-3-yl-benzothiazole-7-carboxylic acid methyl ester), solid. Reaction conditions: temperature 125 celsius. The reactants are COC(=O)C1=CC(=CC=2N=C(SC21)N)C=2C=NC=CC2 (2-Amino-5-pyridin-3-yl-benzothiazole-7-carboxylic acid methyl ester), C(C)N=C=O (ethyl isocyanate). The reactants are ClC=1C=CC(=C(N)C1)[N+](=O)[O-] (5-Chloro-2-nitroaniline), [OH-].[Na+] (NaOH), [Na+].[Cl-] (NaCl), CN1CCNCC1 (1-methylpiperazine). The solvent is O (H2O). Run at temperature 105 celsius. Yields the product CN1CCN(CC1)C=1C=CC(=C(N)C1)[N+](=O)[O-] (5-(4-Methyl-piperazin-1-yl)-2-nitroaniline). RXN SMILES: Cl[C:2]1[CH:3]=[CH:4][C:5]([N+:9]([O-:11])=[O:10])=[C:6]([CH:8]=1)[NH2:7].[OH-].[Na+].[Na+].[Cl-].[CH3:16][N:17]1[CH2:22][CH2:21][NH:20][CH2:19][CH2:18]1>O>[CH3:16][N:17]1[CH2:22][CH2:21][N:20]([C:2]2[CH:3]=[CH:4][C:5]([N+:9]([O-:11])=[O:10])=[C:6]([CH:8]=2)[NH2:7])[CH2:19][CH2:18]1 |f:1.2,3.4|. Procedure details: To a 4-dram vial was added 5-Chloro-2-nitroaniline (0.5 g, 2.90 mmol, 1 equiv.), NaOH (0.229 g, 5.71 mmol, 1.98 equiv.), 4′M NaCl (0.82 mL, aq.), and 1-methylpiperazine (0.643 g, 0.71 mL, 5.79 mmol, 2 equiv.). The mixture was heated on a hot plate to 105° C. for 22 h. De-ionized H2O (6 mL) was added to the mixture, which was cooled to room temperature, and the precipitate collected on a Buchner funnel. The precipitate was then washed with de-ionized H2O (5 mL) and heptane (5 mL). After drying in...